This data is from the Open Reaction Database (ORD), a public repository of structured organic reaction records. The task is: describe an organic reaction: reactants, conditions, products, and yield Starting materials: [N+](=O)([O-])C=1C(=NC=C(C1)C(F)(F)F)N (3-Nitro-5-trifluoromethyl-pyridin-2-ylamine), [Sn] (tin), CN(C)C=O (DMF), C(=O)(O)[O-].[Na+] (NaHCO3). Solvent: CCOC(=O)C (EtOAc). Reaction conditions: temperature 60 celsius, time 0.5 hour. Yields the product FC(C=1C=C(C(=NC1)N)N)(F)F (5-Trifluoromethyl-pyridine-2,3-diamine). RXN SMILES: [N+:1]([C:4]1[C:5]([NH2:14])=[N:6][CH:7]=[C:8]([C:10]([F:13])([F:12])[F:11])[CH:9]=1)([O-])=O.[Sn].CN(C=O)C.C([O-])(O)=O.[Na+]>CCOC(C)=O>[F:13][C:10]([F:11])([F:12])[C:8]1[CH:9]=[C:4]([NH2:1])[C:5]([NH2:14])=[N:6][CH:7]=1 |f:3.4,^3:14|. Procedure: A mixture of 3-nitro-5-trifluoromethyl-pyridin-2-ylamine from step (a) above (1.2 g, 5.59 mmol), tin (TI) chloride dihydrate (3.9 g, 17.3 mmol, Aldrich), and DMF (19 mL) was heated to 60° C. for 4 h. The reaction mixture was cooled to room temperature and NaHCO3 (150 mL) was added. The mixture was stirred for 0.5 h, diluted with EtOAc (300 mL), stirred for 0.5 h and filtered. The organic layer was separated and the aqueous layer was extracted with EtOAc (2×300 mL). The combined organic extracts ... Starting materials: C([O-])([O-])=O.[K+].[K+] (potassium carbonate), FC(C(=O)NC1=C(OCCN(C(C(F)(F)F)=O)CC2=CC=CC=C2)C=CC=C1[N+](=O)[O-])(F)F (N-[2-(2-{2,2,2-trifluoroacetamidyl}-3-nitro-phenoxy)-ethyl]-N-benzyl-2,2,2-trifluoro-acetamide), CI (methyl iodide). Run at time 24 hour. Yields the product CC1(OCCN(C(C(F)(F)F)=O)CC2=CC=CC=C2)C(C(=CC=C1)[N+](=O)[O-])NC(C(F)(F)F)=O (N-[2-(1-Methyl-2-{2,2,2-Trifluoroacetamidyl}-3-nitro-phenoxy)-ethyl]-N-benzyl-2,2,2-trifluoro-acetamide). Yield: 92.7%. Reaction SMILES: [C:1](=O)([O-])[O-].[K+].[K+].[F:7][C:8]([F:39])([F:38])[C:9]([NH:11][C:12]1[C:34]([N+:35]([O-:37])=[O:36])=[CH:33][CH:32]=[CH:31][C:13]=1[O:14][CH2:15][CH2:16][N:17]([CH2:24][C:25]1[CH:30]=[CH:29][CH:28]=[CH:27][CH:26]=1)[C:18](=[O:23])[C:19]([F:22])([F:21])[F:20])=[O:10].CI>>[CH3:1][C:13]1([CH:31]=[CH:32][CH:33]=[C:34]([N+:35]([O-:37])=[O:36])[CH:12]1[NH:11][C:9](=[O:10])[C:8]([F:38])([F:39])[F:7])[O:14][CH2:15][CH2:16][N:17]([CH2:24][C:25]1[CH:30]=[CH:29][CH:28]=[CH:27][CH:26]=1)[C:18](=[O:23])[C:19]([F:21])([F:20])[F:22] |f:0.1.2|. Reported procedure: A suspension of potassium carbonate (1.44 g, 10.4 mmol), N-[2-(2-{2,2,2-trifluoroacetamidyl}-3-nitro-phenoxy)-ethyl]-N-benzyl-2,2,2-trifluoro-acetamide (1.0 g, 2.09 mmol) and methyl iodide (2.96 g, 20.9 mmol, previously filtered through basic alumina) in anhydrous dimethylsulfoxide (11 mL) was allowed to stir at room temperature for 24 h. The reaction mixture was poured into methylene chloride (200 mL) and extracted with water (2×80 mL). The organic layer was dried over anhydrous magnesium sulfa...